Dataset: the Open Reaction Database (ORD), a public repository of structured organic reaction records. Task: describe an organic reaction: reactants, conditions, products, and yield Starting materials: C(CCCC)N1C=2N(C(C=3NC=NC13)=O)C(=NN2)CCCC2=NC(=NO2)C2=CC=CC=C2 (9-pentyl-3-[3-(3-phenyl-1,2,4-oxadiazol-5-yl)propyl]-6,9-dihydro-5H-[1,2,4]triazolo[4,3-a]purin-5-one), BrN1C(CCC1=O)=O (N-bromosuccinimide). Run in C1CCOC1 (THF). Reaction conditions: temperature 70 celsius, time 1 hour. Yields the product BrC1=NC=2N(C=3N(C(C2N1)=O)C(=NN3)CCCC3=NC(=NO3)C3=CC=CC=C3)CCCCC (7-bromo-9-pentyl-3-[3-(3-phenyl-1,2,4-oxadiazol-5-yl)propyl]-6,9-dihydro-5H-[1,2,4]triazolo[4,3-a]purin-5-one). The yield is 20.6%. RXN SMILES: [CH2:1]([N:6]1[C:14]2[N:13]=[CH:12][NH:11][C:10]=2[C:9](=[O:15])[N:8]2[C:16]([CH2:19][CH2:20][CH2:21][C:22]3[O:26][N:25]=[C:24]([C:27]4[CH:32]=[CH:31][CH:30]=[CH:29][CH:28]=4)[N:23]=3)=[N:17][N:18]=[C:7]12)[CH2:2][CH2:3][CH2:4][CH3:5].[Br:33]N1C(=O)CCC1=O>C1COCC1>[Br:33][C:12]1[NH:11][C:10]2[C:9](=[O:15])[N:8]3[C:16]([CH2:19][CH2:20][CH2:21][C:22]4[O:26][N:25]=[C:24]([C:27]5[CH:32]=[CH:31][CH:30]=[CH:29][CH:28]=5)[N:23]=4)=[N:17][N:18]=[C:7]3[N:6]([CH2:1][CH2:2][CH2:3][CH2:4][CH3:5])[C:14]=2[N:13]=1. Reported procedure: To the solution of 9-pentyl-3-[3-(3-phenyl-1,2,4-oxadiazol-5-yl)propyl]-6,9-dihydro-5H-[1,2,4]triazolo[4,3-a]purin-5-one (0.50 g, 1.16 mmole) in THF (125 ml) at room temperature was added N-bromosuccinimide (0.309 g, 1.73 mmole). The mixture was stirred at 70° C. for 1 h. The mixture was concentrated and purified by preparative LCMS to yield the desired product (122 mg, 21% yield). LCMS calculated for C22H24BrN8O2 (M+H): 511.1. found: 511.0.